From a dataset of the Open Reaction Database (ORD), a public repository of structured organic reaction records. describe an organic reaction: reactants, conditions, products, and yield RXN SMILES: [CH3:1][C:2]1[S:3][CH:4]=[C:5]([C:7]2[CH:15]=[CH:14][C:10]([C:11]([OH:13])=O)=[CH:9][CH:8]=2)[N:6]=1.CN(C(ON1N=NC2C=CC=CC1=2)=[N+](C)C)C.[B-](F)(F)(F)F.[CH3:38][N:39]([CH:50]1[CH2:55][CH2:54][N:53]([CH3:56])[CH2:52][CH2:51]1)[C:40]1[O:41][C:42]2[CH:48]=[CH:47][C:46]([NH2:49])=[CH:45][C:43]=2[N:44]=1.CC(C)=O>CN(C=O)C>[CH3:38][N:39]([CH:50]1[CH2:55][CH2:54][N:53]([CH3:56])[CH2:52][CH2:51]1)[C:40]1[O:41][C:42]2[CH:48]=[CH:47][C:46]([NH:49][C:11](=[O:13])[C:10]3[CH:9]=[CH:8][C:7]([C:5]4[N:6]=[C:2]([CH3:1])[S:3][CH:4]=4)=[CH:15][CH:14]=3)=[CH:45][C:43]=2[N:44]=1 |f:1.2|. Product: CN(C=1OC2=C(N1)C=C(C=C2)NC(C2=CC=C(C=C2)C=2N=C(SC2)C)=O)C2CCN(CC2)C (N-{2-[Methyl-(1-methyl-piperidin-4-yl)-amino]-benzooxazol-5-yl}-4-(2-methyl-thiazol-4-yl)-benzamide). Procedure: Combine 4-(2-methyl-1,3-thiazol-4-yl)benzoic acid (55 mg, 0.251 mmol), TBTU (74 mg, 0.232 mmol), and N2-Methyl-N2-(1-methyl-piperidin-4-yl)-benzooxazole-2,5-diamine (46 mg, 0.177 mmol) in DMF (1.0 mL) and shake at room temperature. Add acetone (2.0 mL) a put the mixture on an SCX cartridge (previously conditioned with MeoH). Wash with acetone (3×3.0 mL) non basic impurities and then with MeOH (3×3.0 mL). Eluting with a 2N solution of NH3 in MeOH (4.0 ml) and concentrate to afford the title compo... Starting materials: CC=1SC=C(N1)C1=CC=C(C(=O)O)C=C1 (4-(2-methyl-1,3-thiazol-4-yl)benzoic acid), CC(=O)C (acetone), CN(C)C(=[N+](C)C)ON1C2=C(C=CC=C2)N=N1.[B-](F)(F)(F)F (TBTU), CN(C=1OC2=C(N1)C=C(C=C2)N)C2CCN(CC2)C (N2-Methyl-N2-(1-methyl-piperidin-4-yl)-benzooxazole-2,5-diamine). Yield: 106.5%. The solvent is CN(C)C=O (DMF). Reactants: C1CCOC1, C[N+]1([O-])CCOCC1, C=Cc1sc(C(=O)OC)cc1-c1cnc2cccnn12, [O-][I+3]([O-])([O-])[O-], [Na+], [Na+], [Na+], O=[Os](=O)(=O)=O, O, O=S([O-])([O-])=S. The product is COC(=O)c1cc(-c2cnc3cccnn23)c(C=O)s1. As a reaction SMILES: [CH2:42]1[O:43][CH2:44][CH2:45][CH2:46]1.[CH3:21][N+:22]1([O-:23])[CH2:24][CH2:26][O:25][CH2:27][CH2:28]1.[CH:1](=[CH2:2])[c:3]1[c:4](-[c:12]2[cH:13][n:14][c:15]3[n:16]2[n:17][cH:18][cH:19][cH:20]3)[cH:5][c:6]([C:8](=[O:9])[O:10][CH3:11])[s:7]1.[I+3:36]([O-:37])([O-:38])([O-:39])[O-:40].[Na+:34].[Na+:35].[Na+:41].[O:48]=[Os:49](=[O:50])(=[O:51])=[O:52].[OH2:47].[S:29]([O-:30])([O-:31])(=[O:32])=[S:33]>>[CH:1]([c:3]1[c:4](-[c:12]2[cH:13][n:14][c:15]3[n:16]2[n:17][cH:18][cH:19][cH:20]3)[cH:5][c:6]([C:8](=[O:9])[O:10][CH3:11])[s:7]1)=[O:25]. The reactants are CN1C=NC(=C1C1=CC2=C(N=CN=C2S(=O)(=O)C)S1)C1=CC=CC=C1 (6-(1-Methyl-4-phenyl-1H-imidazol-5-yl)-4-(methylsulfonyl)thieno[2,3-d]pyrimidine), Solid, IC1=CC=C(C=C1)C=1N=CN(C1C1=CC2=C(N=CN=C2SC)S1)C (6-[4-(4-iodophenyl)-1-methyl-1H-imidazol-5-yl]-4-(methylthio)thieno[2,3-d]pyrimidine), IC1=CC=C(C=C1)C=1N=CN(C1C1=CC2=C(N=CN=C2SC)S1)C (6-[4-(4-iodophenyl)-1-methyl-1H-imidazol-5-yl]-4-(methylthio)thieno[2,3-d]pyrimidine). The product is IC1=CC=C(C=C1)C=1N=CN(C1C1=CC2=C(N=CN=C2S(=O)(=O)C)S1)C (6-[4-(4-Iodophenyl)-1-methyl-1H-imidazol-5-yl]-4-(methylsulfonyl)thieno[2,3-d]pyrimidine). As a reaction SMILES: [CH3:1][N:2]1[C:6]([C:7]2[S:19][C:10]3[N:11]=[CH:12][N:13]=[C:14]([S:15]([CH3:18])(=[O:17])=[O:16])[C:9]=3[CH:8]=2)=[C:5]([C:20]2[CH:25]=[CH:24][CH:23]=[CH:22][CH:21]=2)[N:4]=[CH:3]1.[I:26]C1C=CC(C2N=CN(C)C=2C2SC3N=CN=C(SC)C=3C=2)=CC=1>>[I:26][C:23]1[CH:24]=[CH:25][C:20]([C:5]2[N:4]=[CH:3][N:2]([CH3:1])[C:6]=2[C:7]2[S:19][C:10]3[N:11]=[CH:12][N:13]=[C:14]([S:15]([CH3:18])(=[O:17])=[O:16])[C:9]=3[CH:8]=2)=[CH:21][CH:22]=1. Procedure details: The title compound was prepared by a similar process to that described for Intermediate 17 but using 6-[4-(4-iodophenyl)-1-methyl-1H-imidazol-5-yl]-4-(methylthio)thieno[2,3-d]pyrimidine (Intermediate 62) in place of 6-(1-methyl-4-phenyl-1H-imidazol-5-yl)-4-(methylthio)thieno[2,3-d]pyrimidine (example 7). Solid (200 mg, 100%);